From a dataset of the Open Reaction Database (ORD), a public repository of structured organic reaction records. describe an organic reaction: reactants, conditions, products, and yield Yields the product Clc1cc(Oc2c(Cl)cccc2Cl)nc(Cl)n1. Reactants: CCO, Clc1cc(Cl)nc(Cl)n1, [K+], C1CCOC1, [OH-], Oc1c(Cl)cccc1Cl. Reaction SMILES: [CH2:1]([OH:2])[CH3:3].[Cl:15][c:16]1[n:17][c:18]([Cl:23])[cH:19][c:20]([Cl:22])[n:21]1.[K+:5].[O:24]1[CH2:25][CH2:26][CH2:27][CH2:28]1.[OH-:4].[OH:6][c:7]1[c:8]([Cl:9])[cH:10][cH:11][cH:12][c:13]1[Cl:14]>>[O:6]([c:7]1[c:8]([Cl:9])[cH:10][cH:11][cH:12][c:13]1[Cl:14])[c:20]1[cH:19][c:18]([Cl:23])[n:17][c:16]([Cl:15])[n:21]1. The reactants are FC1=CC=C(C=C1)C#C (4-fluorophenylacetylene), ClC1=C(CS)C=CC=C1 (2-chlorobenzyl mercaptan), [Na] (sodium). The product is FC1=CC=C(\C=C/C(C2=C(C=CC=C2)Cl)SC(C2=C(C=CC=C2)Cl)\C=C/C2=CC=C(C=C2)F)C=C1 ((Z)-4-fluorostyryl 2-chlorobenzylsulfide). RXN SMILES: [F:1][C:2]1[CH:7]=[CH:6][C:5]([C:8]#[CH:9])=[CH:4][CH:3]=1.[Cl:10][C:11]1[CH:18]=[CH:17][CH:16]=[CH:15][C:12]=1[CH2:13][SH:14].[Na]>>[F:1][C:2]1[CH:7]=[CH:6][C:5](/[CH:8]=[CH:9]\[CH:13]([S:14][CH:13](/[CH:9]=[CH:8]\[C:5]2[CH:6]=[CH:7][C:2]([F:1])=[CH:3][CH:4]=2)[C:12]2[CH:15]=[CH:16][CH:17]=[CH:18][C:11]=2[Cl:10])[C:12]2[CH:15]=[CH:16][CH:17]=[CH:18][C:11]=2[Cl:10])=[CH:4][CH:3]=1 |^1:18|. Procedure: A solution of 4-fluorophenylacetylene (0.02 mol) and 2-chlorobenzyl mercaptan (0.02 mol) and metallic sodium (0.02 g atom) was subjected to Procedure 2 to form (Z)-4-fluorostyryl 2-chlorobenzylsulfide. The title compound was obtained in 74% yield following oxidation. 1HNMR (CDC13) δ4.55 (2H, s), 6.66 (1H, d, JH,H=11.94), 7.20-7.65 (8H aromatic+1H ethylenic). The reactants are C(C)(=O)C1=CC(=C(C=C1)C1=CC=CC=C1)F (4-acetyl-2-fluoro-biphenyl), P(Cl)(Cl)Cl (phosphorus trichloride), Cl (hydrochloric acid), C(C)OC(CBr)=O (bromoacetic acid ethyl ester). The reagents and catalysts are [Zn] (zinc). Solvent: O (water), C1=CC=CC=C1 (benzene), CCOCC.O1CCCC1 (ether tetrahydrofuran). Product: FC1=C(C=CC(=C1)C(=CC(=O)OCC)C)C1=CC=CC=C1 (Ethyl 3-(2-fluoro-4-biphenylyl)-2-butenoate). Reaction SMILES: [C:1]([C:4]1[CH:9]=[CH:8][C:7]([C:10]2[CH:15]=[CH:14][CH:13]=[CH:12][CH:11]=2)=[C:6]([F:16])[CH:5]=1)(=O)[CH3:2].[CH2:17]([O:19][C:20](=[O:23])[CH2:21]Br)[CH3:18].Cl.P(Cl)(Cl)Cl>CCOCC.O1CCCC1.C1C=CC=CC=1.[Zn].O>[F:16][C:6]1[CH:5]=[C:4]([C:1]([CH3:2])=[CH:21][C:20]([O:19][CH2:17][CH3:18])=[O:23])[CH:9]=[CH:8][C:7]=1[C:10]1[CH:11]=[CH:12][CH:13]=[CH:14][CH:15]=1 |f:4.5|. Procedure: 42.8 gm (0.20 mol) of 4-acetyl-2-fluoro-biphenyl were added in small portions, while stirring, to a Reformatsky reagent prepared from 57.5 gm (0.88 mol) of zinc and 73.5 gm (0.44 mol) of bromoacetic acid ethyl ester in 500 ml of absolute ether/tetrahydrofuran (1:1), and the resulting mixture was refluxed for one hour. Then, 1 liter of water was added, the reaction mixture was acidified with dilute hydrochloric acid, and the organic layer was separated, extracted again with water and dried over s... Starting materials: ClC=1C=CC2=C(C=CC3=C(N=C(N3C)C)C2C=2C(NC(N(C2)C)=O)=O)C1 ((±)-5-(7-Chloro-1,2-dimethyl-4H-benzo[5,6]cyclohepta[1,2-d]imidazol-4-yl)-1-methyl-2,4(1H,3H)-pyrimidinedione), P12(=S)SP3(=S)SP(=S)(S1)SP(=S)(S2)S3 (phosphorus pentasulphide). Solvent: O1CCOCC1 (1,4-dioxane). Reaction conditions: temperature 100 celsius. Product: ClC=1C=CC2=C(C=CC3=C(N=C(N3C)C)C2C=2C(NC(N(C2)C)=O)=S)C1 ((±)-5-(7-Chloro-1,2-dimethyl-4H-benzo[5,6]cyclohepta[1,2-d]imidazol-4-yl)-1-methyl-3,4-dihydro-4-thioxo-2(1H)-pyrimidinone). As a reaction SMILES: [Cl:1][C:2]1[CH:3]=[CH:4][C:5]2[CH:16]([C:17]3[C:18](=O)[NH:19][C:20](=[O:24])[N:21]([CH3:23])[CH:22]=3)[C:10]3[N:11]=[C:12]([CH3:15])[N:13]([CH3:14])[C:9]=3[CH:8]=[CH:7][C:6]=2[CH:26]=1.P12(SP3(SP(SP(S3)(S1)=S)(=S)S2)=S)=[S:28]>O1CCOCC1>[Cl:1][C:2]1[CH:3]=[CH:4][C:5]2[CH:16]([C:17]3[C:18](=[S:28])[NH:19][C:20](=[O:24])[N:21]([CH3:23])[CH:22]=3)[C:10]3[N:11]=[C:12]([CH3:15])[N:13]([CH3:14])[C:9]=3[CH:8]=[CH:7][C:6]=2[CH:26]=1. Reported procedure: A mixture of the product from step (iv) (0.535 g), and phosphorus pentasulphide (0.967 g) in 1,4-dioxane (10 ml) was heated at 100° C. for 3 h. The solvent evaporated and the residue dissolved in dichloromethane, washed with saturated aqueous sodium bicarbonate solution then with water, dried (MgSO4) and evaporated. Purification was by chromatography on a biotage silica column, using 3% methanol/0.1% 0.880 ammonia in dichloromethane as eluant.